This data is from the Open Reaction Database (ORD), a public repository of structured organic reaction records. The task is: describe an organic reaction: reactants, conditions, products, and yield The reactants are C(C)OC(=O)N1CC2C(C1)C(C(C2)=O)C(C(F)(F)F)(O)CSC(=S)OCC (4-(1-Ethoxythiocarbonylsulfanylmethyl-2,2,2-trifluoro-1-hydroxy-ethyl)-5-oxo-hexahydro-cyclopenta[c]pyrrole-2-carboxylic acid ethyl ester), Cl (HCl). Solvent: C(Cl)Cl (CH2Cl2). Reaction conditions: temperature 0 celsius, time 3 hour. Product: C(C)OC(=O)N1CC2C(C=3C(=CSC3C2)C(F)(F)F)C1 (3-Trifluoromethyl-3b,6,6a,7-tetrahydro-4H-1-thia-5-aza-cyclopenta[α]pentalene-5-carboxylic acid ethyl ester). The yield is 44.2%. RXN SMILES: [CH2:1]([O:3][C:4]([N:6]1[CH2:10][CH:9]2[CH:11]([C:15]([CH2:21][S:22]C(OCC)=S)(O)[C:16]([F:19])([F:18])[F:17])[C:12](=O)[CH2:13][CH:8]2[CH2:7]1)=[O:5])[CH3:2].Cl>C(Cl)Cl>[CH2:1]([O:3][C:4]([N:6]1[CH2:10][CH:9]2[C:11]3[C:15]([C:16]([F:19])([F:18])[F:17])=[CH:21][S:22][C:12]=3[CH2:13][CH:8]2[CH2:7]1)=[O:5])[CH3:2]. Procedure: Deoxygenated (N2 sparge for 15 min) N-methylpiperazine (1.3 ml) was placed in a 5 dram vial and cooled to 0° C. Next, a solution of 4-(1-Ethoxythiocarbonylsulfanylmethyl-2,2,2-trifluoro-1-hydroxy-ethyl)-5-oxo-hexahydro-cyclopenta[c]pyrrole-2-carboxylic acid ethyl ester (44 mg, 0.10 mmol) in CH2Cl2 (400 μl) was added dropwise over 15 minutes. After 3 hours, at 0° C., 12M HCl (10 ml) was added dropwise until pH 1-2 had been reached. The reaction was warmed to 22° C. and stirred for 1 hour. The rea... Starting materials: C=Cc1c(-c2cncc(NS(=O)(=O)CC)c2)n(C)c2ccccc12, CO. The product is CCc1c(-c2cncc(NS(=O)(=O)CC)c2)n(C)c2ccccc12. As a reaction SMILES: [CH3:1][n:2]1[c:3](-[c:13]2[cH:14][c:15]([NH:19][S:20](=[O:21])(=[O:22])[CH2:23][CH3:24])[cH:16][n:17][cH:18]2)[c:4]([CH:11]=[CH2:12])[c:5]2[cH:6][cH:7][cH:8][cH:9][c:10]12.[CH3:25][OH:26]>>[CH3:1][n:2]1[c:3](-[c:13]2[cH:14][c:15]([NH:19][S:20](=[O:21])(=[O:22])[CH2:23][CH3:24])[cH:16][n:17][cH:18]2)[c:4]([CH2:11][CH3:12])[c:5]2[cH:6][cH:7][cH:8][cH:9][c:10]12. Reactants: FC1=C(C=C(C=C1)F)/C(/C1=C(C=C(C=C1)OC)O)=N/O (E-2',5'-difluoro-2-hydroxy-4-methoxybenzophenone oxime), C(C)(=O)OC(C)=O (acetic anhydride). Reaction conditions: time 45 minute. The product is C(C)(=O)O\N=C(/C1=C(C=C(C=C1)OC)O)\C1=C(C=CC(=C1)F)F (E-2',5'-difluoro-2-hydroxy-4-methoxybenzophenone O-acetyl oxime). The yield is 74.5%. As a reaction SMILES: [F:1][C:2]1[CH:7]=[CH:6][C:5]([F:8])=[CH:4][C:3]=1/[C:9](=[N:19]/[OH:20])/[C:10]1[CH:15]=[CH:14][C:13]([O:16][CH3:17])=[CH:12][C:11]=1[OH:18].[C:21](OC(=O)C)(=[O:23])[CH3:22]>>[C:21]([O:20]/[N:19]=[C:9](/[C:3]1[CH:4]=[C:5]([F:8])[CH:6]=[CH:7][C:2]=1[F:1])\[C:10]1[CH:15]=[CH:14][C:13]([O:16][CH3:17])=[CH:12][C:11]=1[OH:18])(=[O:23])[CH3:22]. Procedure: A mixture of 40 g of 2',5'-difluoro-2-hydroxy-4-methoxybenzophenone hydrochloride and 230 ml of pyridine is refluxed overnight. The pyridine is evaporated in vacuo. The residue is partitioned between 5% hydrochloric acid and ethyl acetate. The ethyl acetate solution is dried over anhydrous sodium sulfate and evaporated. The residue was triturated with hexane to give E-2',5'-difluoro-2-hydroxy-4-methoxybenzophenone oxime. A mixture of 35 g of the oxime and 25.6 g of acetic anhydride is placed in ...